Dataset: the Open Reaction Database (ORD), a public repository of structured organic reaction records. Task: describe an organic reaction: reactants, conditions, products, and yield The reactants are N(=[N+]=[N-])CC(=O)C=1C=NC=CC1 (3-azidoacetylpyridine), CC1=C(C=C(C=C1)[N+](=O)[O-])N=C=O (2-methyl-5-nitrophenyl isocyanate), C1(=CC=CC=C1)P(C1=CC=CC=C1)C1=CC=CC=C1 (triphenylphosphine). Solvent: O1CCOCC1 (dioxane). Reaction conditions: time 30 minute. Yields the product CC1=C(C=C(C=C1)[N+](=O)[O-])NC=1OC(=CN1)C=1C=NC=CC1 ((2-Methyl-5-nitro-phenyl)-(5-pyridin-3-yl-oxazol-2-yl)-amine). The yield is 77.9%. RXN SMILES: [N:1]([CH2:4][C:5]([C:7]1[CH:8]=[N:9][CH:10]=[CH:11][CH:12]=1)=[O:6])=[N+]=[N-].[CH3:13][C:14]1[CH:19]=[CH:18][C:17]([N+:20]([O-:22])=[O:21])=[CH:16][C:15]=1[N:23]=[C:24]=O.C1(P(C2C=CC=CC=2)C2C=CC=CC=2)C=CC=CC=1>O1CCOCC1>[CH3:13][C:14]1[CH:19]=[CH:18][C:17]([N+:20]([O-:22])=[O:21])=[CH:16][C:15]=1[NH:23][C:24]1[O:6][C:5]([C:7]2[CH:8]=[N:9][CH:10]=[CH:11][CH:12]=2)=[CH:4][N:1]=1. Reported procedure: To a solution of 3-azidoacetylpyridine (800 mg, 4.94 mmol) in dioxane 10 mL was added 2-methyl-5-nitrophenyl isocyanate (880 mg, 4.94 mmol) (commercially available), and triphenylphosphine (1.29 g, 4.94 mmol). The reaction mixture was placed in an oil bath preheated to 100° C. and stirred for 30 min. After evaporation of the solvent under reduced pressure the residue was partitioned between 4N HCl (20 mL) and dichloromethane (20 mL). The aqueous layer was neutralized with 15% NaOH and extracted ... Starting materials: COC1=CC=C(C=C1)NC1CCN(CC1)[C@@H](CC#N)C ((R)-3-[4-(4-Methoxy-phenylamino)-piperidin-1-yl]-butyronitrile). The reagents and catalysts are [Ni] (Raney nickel). Run in CO (MeOH), N (NH3). Reaction conditions: time 8 hour. Product: NCC[C@@H](C)N1CCC(CC1)NC1=CC=C(C=C1)OC ((R)-[1-(3-amino-1-methyl-propyl)-piperidin-4-yl]-(4-methoxy-phenyl)-amine). Reaction SMILES: [CH3:1][O:2][C:3]1[CH:8]=[CH:7][C:6]([NH:9][CH:10]2[CH2:15][CH2:14][N:13]([C@H:16]([CH3:20])[CH2:17][C:18]#[N:19])[CH2:12][CH2:11]2)=[CH:5][CH:4]=1>N.[Ni].CO>[NH2:19][CH2:18][CH2:17][C@H:16]([N:13]1[CH2:12][CH2:11][CH:10]([NH:9][C:6]2[CH:7]=[CH:8][C:3]([O:2][CH3:1])=[CH:4][CH:5]=2)[CH2:15][CH2:14]1)[CH3:20]. Procedure details: (R)-3-[4-(4-Methoxy-phenylamino)-piperidin-1-yl]-butyronitrile (0.53 g, 1.94 mmol) was dissolved in NH3 saturated MeOH (15 mL), treated with Raney nickel (excess), and placed under 45 psi H2 on a Parr shaker for 8 h. In a standard work-up the mixture was diluted with MeOH and filtered through celite. The cake was washed with MeOH and the combined filtrate was concentrated to give crude (R)-[1-(3-amino-1-methyl-propyl)-piperidin-4-yl]-(4-methoxy-phenyl)-amine as a pale yellow oil (0.54 g, quant.)... RXN SMILES: C([C:3]1[CH:4]=[C:5]([CH:13]=[CH:14][CH:15]=1)[O:6][CH2:7][C:8]([O:10][CH2:11][CH3:12])=[O:9])=O.[OH:16][C:17]1C=CC(C=O)=CC=1.BrCC(OCC)=O>>[CH:17]([C:15]1[CH:3]=[CH:4][C:5]([O:6][CH2:7][C:8]([O:10][CH2:11][CH3:12])=[O:9])=[CH:13][CH:14]=1)=[O:16]. The product is C(=O)C1=CC=C(OCC(=O)OCC)C=C1 (Ethyl 2-(4-formylphenoxy)acetate). The reactants are C(=O)C=1C=C(OCC(=O)OCC)C=CC1 (Ethyl 2-(3-formylphenoxy)acetate), OC1=CC=C(C=O)C=C1 (4-hydroxy benzaldehyde), BrCC(=O)OCC (ethyl 2-bromoacetate). Yield: 52.0%. Procedure details: In an analogous manner to compound 47, 4-hydroxy benzaldehyde (1 eq) and ethyl 2-bromoacetate (1.1 eq) were reacted to produce the desired product (52%) as a brown oil. NMR: δ 1.306 (t, J=6.8 Hz, 3H), 4.29 (q, J=7.2 Hz, 2H), 4.710 (s, 2H), 7.016 (d, J=8.8 Hz, 2H), 7.85 (d, J=8.8 Hz, 2H), 9.904 (s, 1H). The reactants are IC=1C=NN(C1)C1CC2CCC(C1)N2C (3-(4-iodopyrazol-1-yl)-8-methyl-8-azabicyclo[3.2.1]octane), ClC1=C2C=C(N=CC2=C(C=C1)F)C=1C(=NC=C(C1)B1OC(C(O1)(C)C)(C)C)N (3-(5-chloro-8-fluoroisoquinolin-3-yl)-5-(4,4,5,5-tetramethyl-1,3,2-dioxaborolan-2-yl)-pyridin-2-ylamine), C([O-])([O-])=O.[K+].[K+] (potassium carbonate). Reagents/catalysts: C=1C=CC(=CC1)[P](C=2C=CC=CC2)(C=3C=CC=CC3)[Pd]([P](C=4C=CC=CC4)(C=5C=CC=CC5)C=6C=CC=CC6)([P](C=7C=CC=CC7)(C=8C=CC=CC8)C=9C=CC=CC9)[P](C=1C=CC=CC1)(C=1C=CC=CC1)C=1C=CC=CC1 (Pd(PPh3)4). Run in COCCOC.O (DME Water). Reaction conditions: temperature 100 celsius. Yields the product ClC1=C2C=C(N=CC2=C(C=C1)F)C=1C(=NC=C(C1)C=1C=NN(C1)C1CC2CCC(C1)N2C)N (3-(5-Chloro-8-fluoroisoquinolin-3-yl)-5-[1-(8-methyl-8-azabicyclo [3.2.1]-oct-3-yl)-1H-pyrazol-4-yl]-pyridin-2-ylamine). Reaction SMILES: I[C:2]1[CH:3]=[N:4][N:5]([CH:7]2[CH2:13][CH:12]3[N:14]([CH3:15])[CH:9]([CH2:10][CH2:11]3)[CH2:8]2)[CH:6]=1.[Cl:16][C:17]1[CH:26]=[CH:25][C:24]([F:27])=[C:23]2[C:18]=1[CH:19]=[C:20]([C:28]1[C:29]([NH2:43])=[N:30][CH:31]=[C:32](B3OC(C)(C)C(C)(C)O3)[CH:33]=1)[N:21]=[CH:22]2.C(=O)([O-])[O-].[K+].[K+]>C1C=CC([P]([Pd]([P](C2C=CC=CC=2)(C2C=CC=CC=2)C2C=CC=CC=2)([P](C2C=CC=CC=2)(C2C=CC=CC=2)C2C=CC=CC=2)[P](C2C=CC=CC=2)(C2C=CC=CC=2)C2C=CC=CC=2)(C2C=CC=CC=2)C2C=CC=CC=2)=CC=1.COCCOC.O>[Cl:16][C:17]1[CH:26]=[CH:25][C:24]([F:27])=[C:23]2[C:18]=1[CH:19]=[C:20]([C:28]1[C:29]([NH2:43])=[N:30][CH:31]=[C:32]([C:2]3[CH:3]=[N:4][N:5]([CH:7]4[CH2:13][CH:12]5[N:14]([CH3:15])[CH:9]([CH2:10][CH2:11]5)[CH2:8]4)[CH:6]=3)[CH:33]=1)[N:21]=[CH:22]2 |f:2.3.4,6.7,^1:53,55,74,93|. Procedure details: A solution of 3-(4-iodopyrazol-1-yl)-8-methyl-8-azabicyclo[3.2.1]octane (42.7 mg, 0.135 mmol), 3-(5-chloro-8-fluoroisoquinolin-3-yl)-5-(4,4,5,5-tetramethyl-1,3,2-dioxaborolan-2-yl)-pyridin-2-ylamine (0.070 g, 0.18 mmol), potassium carbonate (55.9 mg, 0.404 mmol), and Pd(PPh3)4 (9 mg, 0.008 mmol) in previously degassed DME/Water (4:1) (3.0 mL) was placed in a microwave tube and evacuated and charged with N2 (2×). The reaction mixture was heated in the microwave reactor to 100° C. for 45 min. The ...